Dataset: the Open Reaction Database (ORD), a public repository of structured organic reaction records. Task: describe an organic reaction: reactants, conditions, products, and yield The product is O=C(O)C(F)(F)F, CC(=O)Nc1ccccc1-c1ccc2c(c1)Oc1ccccc1N2C1CCNCC1. The reactants are CC(=O)Nc1ccccc1-c1ccc2c(c1)Oc1ccccc1N2C1CCN(C(=O)OC(C)(C)C)CC1, CC(C)(C)OC(=O)N1CCC(N2c3ccccc3Oc3cc(-c4nnn[nH]4)ccc32)CC1, ClCCl, Cl, O=C(O)C(F)(F)F. As a reaction SMILES: [C:1]([O:2][C:3](=[O:4])[N:8]1[CH2:9][CH2:10][CH:11]([N:14]2[c:15]3[cH:16][cH:17][cH:18][cH:19][c:20]3[O:21][c:22]3[cH:23][c:24](-[c:28]4[c:29]([NH:34][C:35]([CH3:36])=[O:37])[cH:30][cH:31][cH:32][cH:33]4)[cH:25][cH:26][c:27]32)[CH2:12][CH2:13]1)([CH3:5])([CH3:6])[CH3:7].[C:38]([O:39][C:40]([N:41]1[CH2:42][CH2:43][CH:44]([N:45]2[c:46]3[cH:47][cH:48][c:49](-[c:50]4[nH:51][n:52][n:53][n:54]4)[cH:55][c:56]3[O:57][c:58]3[c:59]2[cH:60][cH:61][cH:62][cH:63]3)[CH2:64][CH2:65]1)=[O:66])([CH3:67])([CH3:68])[CH3:69].[CH2:78]([Cl:79])[Cl:80].[ClH:77].[F:70][C:71]([C:72](=[O:73])[OH:74])([F:75])[F:76]>>[F:70][C:71]([C:72](=[O:73])[OH:74])([F:75])[F:76].[NH:8]1[CH2:9][CH2:10][CH:11]([N:14]2[c:15]3[cH:16][cH:17][cH:18][cH:19][c:20]3[O:21][c:22]3[cH:23][c:24](-[c:28]4[c:29]([NH:34][C:35]([CH3:36])=[O:37])[cH:30][cH:31][cH:32][cH:33]4)[cH:25][cH:26][c:27]32)[CH2:12][CH2:13]1. Reactants: CS(=O)(=O)NC=1C=C(C=CC1)C1=CC=C(C=C1)S(=O)(=O)N1C=C(C=C1)/C=C/C(=O)NOC1OCCCC1 ((E)-3-[1-(3′-methanesulfonylamino-biphenyl-4-sulfonyl)-1H-pyrrol-3-yl]-N-(tetrahydro-pyran-2-yloxy)-acrylamide). The solvent is CO (methanol). Run at time 48 hour. Product: ONC(\C=C\C1=CN(C=C1)S(=O)(=O)C1=CC=C(C=C1)C1=CC(=CC=C1)NS(=O)(=O)C)=O ((E)-N-hydroxy-3-[1-(3′-methanesulfonylamino-biphenyl-4-sulfonyl)-1H-pyrrol-3-yl]-acrylamide). Isolated yield 41.1%. Reaction SMILES: [CH3:1][S:2]([NH:5][C:6]1[CH:7]=[C:8]([C:12]2[CH:17]=[CH:16][C:15]([S:18]([N:21]3[CH:25]=[CH:24][C:23](/[CH:26]=[CH:27]/[C:28]([NH:30][O:31]C4CCCCO4)=[O:29])=[CH:22]3)(=[O:20])=[O:19])=[CH:14][CH:13]=2)[CH:9]=[CH:10][CH:11]=1)(=[O:4])=[O:3]>CO>[OH:31][NH:30][C:28](=[O:29])/[CH:27]=[CH:26]/[C:23]1[CH:24]=[CH:25][N:21]([S:18]([C:15]2[CH:14]=[CH:13][C:12]([C:8]3[CH:9]=[CH:10][CH:11]=[C:6]([NH:5][S:2]([CH3:1])(=[O:4])=[O:3])[CH:7]=3)=[CH:17][CH:16]=2)(=[O:19])=[O:20])[CH:22]=1. Procedure details: A mixture of 0.334 g (E)-3-[1-(3′-methanesulfonylamino-biphenyl-4-sulfonyl)-1H-pyrrol-3-yl]-N-(tetrahydro-pyran-2-yloxy)-acrylamide with 11.0 ml methanol and 18.0 ml 1M aqueous HCL is stirred for 48 h. The suspension is evaporated and the solid is isolated and washed with water and diisopropylether. The crude product is purified by PLC plates chromatography. By this method 0.116 g of a red solid are obtained. Melting point: 137-148° C. Reactants: [OH-].[Na+] (sodium hydroxide), ClC(=O)OC (methyl chloroformate), N[C@@H]([C@@H](C)CC)C(=O)O ((L)-isoleucine), O1CCOCC1 (dioxane). Yields the product COC(=O)N[C@@H](CC(=O)O)[C@H](CC)C ((3S,4S)-3-[(methoxycarbonyl)amino]-4-methylhexanoic acid). Yield: 80.0%. As a reaction SMILES: [NH2:1][C@H:2](C(O)=O)[C@H:3]([CH2:5][CH3:6])[CH3:4].[OH-:10].[Na+].Cl[C:13]([O:15][CH3:16])=[O:14].[O:17]1[CH2:22][CH2:21]OCC1>>[CH3:16][O:15][C:13]([NH:1][C@H:2]([C@@H:3]([CH3:4])[CH2:5][CH3:6])[CH2:21][C:22]([OH:17])=[O:10])=[O:14] |f:1.2|. Procedure details: (L)-isoleucine (7.43 g, 57 mmol) was dissolved in dioxane (28 mL) and treated with 2N sodium hydroxide (93.5 mL, 3.3 equivalents) and methyl chloroformate (8.75 mL, 2 equivalents) at 60° C. for 16 hrs. The mixture was extracted with dichloromethane (2×). The mixture made acidic with 4N HCl, and extracted with ethyl acetate (3×), dried over sodium sulfate, filtered and the solvents were evaporated to give 8.6 g (80%) of the title compound.